Dataset: the Open Reaction Database (ORD), a public repository of structured organic reaction records. Task: describe an organic reaction: reactants, conditions, products, and yield The reactants are [OH-].[Na+] (sodium hydroxide), ClC1=CC=C(C=C1)C1=CC=NC(=C1C(=O)OC)SC1=NC(=CC(=N1)OC)OC (methyl 4-(4-chlorophenyl)-2-(4,6-dimethoxypyrimidin-2-ylthio)nicotinate), O (water). Run in CS(=O)C (dimethylsulfoxide). Run at temperature 60 celsius. Yields the product ClC1=CC=C(C=C1)C1=CC=NC(=C1C(=O)O)SC1=NC(=CC(=N1)OC)OC (4-(4-chlorophenyl)-2-(4,6-dimethoxypyrimidin-2-ylthio)nicotinic acid). Yield: 0.1%. Reaction SMILES: [Cl:1][C:2]1[CH:7]=[CH:6][C:5]([C:8]2[C:13]([C:14]([O:16]C)=[O:15])=[C:12]([S:18][C:19]3[N:24]=[C:23]([O:25][CH3:26])[CH:22]=[C:21]([O:27][CH3:28])[N:20]=3)[N:11]=[CH:10][CH:9]=2)=[CH:4][CH:3]=1.[OH-].[Na+].O>CS(C)=O>[Cl:1][C:2]1[CH:7]=[CH:6][C:5]([C:8]2[C:13]([C:14]([OH:16])=[O:15])=[C:12]([S:18][C:19]3[N:20]=[C:21]([O:27][CH3:28])[CH:22]=[C:23]([O:25][CH3:26])[N:24]=3)[N:11]=[CH:10][CH:9]=2)=[CH:4][CH:3]=1 |f:1.2|. Procedure: 16.8 g (0,040 mol) of methyl 4-(4-chlorophenyl)-2-(4,6-dimethoxypyrimidin-2-ylthio)nicotinate was dissolved in 150 ml of dimethylsulfoxide, and 35 ml (0,070 mol) of 2N sodium hydroxide added with stirring at 60° C. After stirring at 60° C. for 30 minutes, the mixture was poured into water, and washed twice with ethyl acetate. The aqueous layer was acidified with 10% hydrochloric acid, and extracted with 500 ml of ethyl acetate. The extract was washed with water and a saturated aqueous solution o... Reactants: C(C)(C)(C)C=1N=C(C2=C(N1)N(N=N2)CC2=C(C=CC=C2)Cl)N2CCOCC2 (5-tert-Butyl-3-(2-chloro-benzyl)-7-morpholin-4-yl-3H-[1,2,3]triazolo[4,5-d]pyrimidine), C(C)(C)(C)C=1N=C(C2=C(N1)N(N=N2)CC2=C(C=CC=C2)Cl)Cl (5-tert-butyl-7-chloro-3-(2-chlorobenzyl)-3H-[1,2,3]triazolo[4,5-d]pyrimidine), N1CCC(CC1)O (piperidin-4-ol). Yields the product C(C)(C)(C)C=1N=C(C2=C(N1)N(N=N2)CC2=C(C=CC=C2)Cl)N2CCC(CC2)O (1-[5-tert-Butyl-3-(2-chloro-benzyl)-3H-[1,2,3]triazolo[4,5-d]pyrimidin-7-yl]-piperidin-4-ol), gum. Isolated yield 67.0%. As a reaction SMILES: [C:1]([C:5]1[N:6]=[C:7]([N:22]2CCO[CH2:24][CH2:23]2)[C:8]2[N:13]=[N:12][N:11]([CH2:14][C:15]3[CH:20]=[CH:19][CH:18]=[CH:17][C:16]=3[Cl:21])[C:9]=2[N:10]=1)([CH3:4])([CH3:3])[CH3:2].C(C1N=C(Cl)C2N=NN(CC3C=CC=CC=3Cl)C=2N=1)(C)(C)C.N1CC[CH:53]([OH:56])[CH2:52][CH2:51]1>>[C:1]([C:5]1[N:6]=[C:7]([N:22]2[CH2:23][CH2:24][CH:53]([OH:56])[CH2:52][CH2:51]2)[C:8]2[N:13]=[N:12][N:11]([CH2:14][C:15]3[CH:20]=[CH:19][CH:18]=[CH:17][C:16]=3[Cl:21])[C:9]=2[N:10]=1)([CH3:3])([CH3:2])[CH3:4]. Reported procedure: In analogy to the procedure described for the synthesis of 5-tert-butyl-3-(2-chloro-benzyl)-7-morpholin-4-yl-3H-[1,2,3]triazolo[4,5-d]pyrimidine (example 1, step c), the title compound was prepared from 5-tert-butyl-7-chloro-3-(2-chlorobenzyl)-3H-[1,2,3]triazolo[4,5-d]pyrimidine and piperidin-4-ol and isolated as light-yellow gum (12.6 mg, 67%). MS (m/e): 401.4 (MH+). The product is C12(CC3CC(CC(C1)C3)C2)C(=O)N (1-Adamantanecarboxamide). Reported procedure: 1-Adamantanecarboxylic acid (10.8 g, 0.06 mole) was added to N,N-diethyl-1,1,2,3,3,3-hexafluoropropylamine (13.4 g, 0.06 mole) contained in a wide mouth polyethylene bottle with magnetic stirring. The acid dissolved immediately during which time a highly exothermic reaction occurred. The reaction mixture was allowed to cool to room temperature and cold aqueous ammonia (250 ml) was added slowly. A heavy precipitate of the amide appeared almost immediately. After the addition was complete, the rea... Starting materials: amide, C12(CC3CC(CC(C1)C3)C2)C(=O)O (1-Adamantanecarboxylic acid), C(C)N(CC)C(C(C(F)(F)F)F)(F)F (N,N-diethyl-1,1,2,3,3,3-hexafluoropropylamine), C(C[*:2])[*:1] (polyethylene). Solvent: N (ammonia). Reaction SMILES: [C:1]12([C:11]([OH:13])=O)[CH2:10][CH:5]3[CH2:6][CH:7]([CH2:9][CH:3]([CH2:4]3)[CH2:2]1)[CH2:8]2.C([N:16](C(F)(F)C(F)C(F)(F)F)CC)C>N>[C:1]12([C:11]([NH2:16])=[O:13])[CH2:10][CH:5]3[CH2:6][CH:7]([CH2:9][CH:3]([CH2:4]3)[CH2:2]1)[CH2:8]2. The reactants are NC1=CC=C(C=C1)C1=CC=C2CN(C(C2=C1)=O)[C@H](C(=O)OC)C(C)C ((S)-Methyl 2-(6-(4-aminophenyl)-1-oxoisoindolin-2-yl)-3-methylbutanoate), CC([C@H](C(=O)OC)N1C(C2=CC(=CC=C2C1)C1=CC=C(C=C1)[N+](=O)[O-])=O)C ((R)-Methyl 3-methyl-2-(6-(4-nitrophenyl)-1-oxoisoindolin-2-yl)butanoate). The product is NC1=CC=C(C=C1)C1=CC=C2CN(C(C2=C1)=O)[C@@H](C(=O)OC)C(C)C ((R)-Methyl 2-(6-(4-aminophenyl)-1-oxoisoindolin-2-yl)-3-methylbutanoate). The yield is 77.0%. Reaction SMILES: [NH2:1][C:2]1[CH:7]=[CH:6][C:5]([C:8]2[CH:16]=[C:15]3[C:11]([CH2:12][N:13]([C@@H:18]([CH:23]([CH3:25])[CH3:24])[C:19]([O:21][CH3:22])=[O:20])[C:14]3=[O:17])=[CH:10][CH:9]=2)=[CH:4][CH:3]=1.CC(C)[C@@H](N1CC2C(=CC(C3C=CC([N+]([O-])=O)=CC=3)=CC=2)C1=O)C(OC)=O>>[NH2:1][C:2]1[CH:3]=[CH:4][C:5]([C:8]2[CH:16]=[C:15]3[C:11]([CH2:12][N:13]([C@H:18]([CH:23]([CH3:25])[CH3:24])[C:19]([O:21][CH3:22])=[O:20])[C:14]3=[O:17])=[CH:10][CH:9]=2)=[CH:6][CH:7]=1. Procedure: The compound of example 539 was prepared analogous to the compound of example 6 by reduction of the compound of example 538. Starting materials: N (ammonia), ClCCl (dichloromethane), OCC=1OC(=CC(C1OCC1=CC=CC=C1)=O)CO (2,6-Dihydroxymethyl-3-benzyloxy-pyran-4(1H)-one), [OH-].[Na+] (sodium hydroxide), ClCCl (dichloromethane), S(=O)(=O)(OC)OC (dimethyl sulphate), S(=O)(=O)(OC)OC (dimethyl sulphate). The reagents and catalysts are S(=O)(=O)(O)[O-].C(CCC)[N+](CCCC)(CCCC)CCCC (tetrabutylammonium hydrogen sulphate). Solvent: O (water), CCOC(=O)C (EtOAc). Run at time 30 minute. The product is COCC=1OC(=CC(C1OCC1=CC=CC=C1)=O)COC (2,6-Dimethoxymethyl-3-benzyloxy-pyran-4(1H)-one). Isolated yield 81.0%. RXN SMILES: [OH:1][CH2:2][C:3]1[O:4][C:5]([CH2:18]O)=[CH:6][C:7](=[O:17])[C:8]=1[O:9][CH2:10][C:11]1[CH:16]=[CH:15][CH:14]=[CH:13][CH:12]=1.[OH-].[Na+].S([O:27][CH3:28])(OC)(=O)=O.N.Cl[CH2:31]Cl>S([O-])(O)(=O)=O.C([N+](CCCC)(CCCC)CCCC)CCC.O.CCOC(C)=O>[CH3:31][O:1][CH2:2][C:3]1[O:4][C:5]([CH2:18][O:27][CH3:28])=[CH:6][C:7](=[O:17])[C:8]=1[O:9][CH2:10][C:11]1[CH:16]=[CH:15][CH:14]=[CH:13][CH:12]=1 |f:1.2,6.7|. Reported procedure: To a solution of (3) (26.2 g, 100 mmol, 1 eq.) in 150 ml dichloromethane was added 350 mg of tetrabutylammonium hydrogen sulphate, 50% (w/w) aqueous sodium hydroxide (from 24 g of sodium hydroxide and 24 g of water), and the mixture stirred vigorously for 30 min. The flask was cooled in an ice-water bath and 38 g (300 mmol, 3 eq) of dimethyl sulphate was added dropwise over a period of 1 hour. The mixture was stirred vigorously at room temperature for 6 hours until TLC analysis (EtOAc) revealed ... Starting materials: CC(=O)Nc1ccc(S(=O)(=O)Nc2ccc(Cl)cc2)c([N+](=O)[O-])c1, CCOC(C)=O. The product is CC(=O)Nc1ccc(S(=O)(=O)Nc2ccc(Cl)cc2)c(N)c1. As a reaction SMILES: [C:1]([CH3:2])(=[O:3])[NH:4][c:5]1[cH:6][c:7]([N+:22]([O-:23])=[O:24])[c:8]([S:11](=[O:12])(=[O:13])[NH:14][c:15]2[cH:16][cH:17][c:18]([Cl:21])[cH:19][cH:20]2)[cH:9][cH:10]1.[CH3:25][CH2:26][O:27][C:28](=[O:29])[CH3:30]>>[C:1]([CH3:2])(=[O:3])[NH:4][c:5]1[cH:6][c:7]([NH2:22])[c:8]([S:11](=[O:12])(=[O:13])[NH:14][c:15]2[cH:16][cH:17][c:18]([Cl:21])[cH:19][cH:20]2)[cH:9][cH:10]1. As a reaction SMILES: [NH2:1][C:2]1[N:10]=[CH:9][CH:8]=[CH:7][C:3]=1[C:4]([OH:6])=O.Cl.CN.C(Cl)CCl.C1C=CC2N(O)N=[N:24][C:22]=2C=1.CCN(C(C)C)C(C)C>CN(C=O)C>[NH2:1][C:2]1[N:10]=[CH:9][CH:8]=[CH:7][C:3]=1[C:4]([NH:24][CH3:22])=[O:6] |f:1.2|. Conditions: time 8 hour. Yields the product NC1=C(C(=O)NC)C=CC=N1 (2-amino-N-methylnicotinamide). Procedure: To the mixture of 2-aminonicotinic acid (2.0 g, 14.5 mmol), methylamine hydrogen chloride (1.47 g, 1.5 eq), EDC (4.49 g, 1.5 eq), HOBt (2.35 g, 1.2 eq) in DMF (20 mL) was added DIEA (7.6 mL, 3.0 eq). The mixture was stirred at room temperature overnight. The crude was concentrated and dissolved in EtOAc. It was washed with saturated NaHCO3. The solvent was removed and the crude was purified by silica gel chromatography (0%˜20% MeOH/DCM) to obtain the desired product 2-amino-N-methylnicotinamide ... The yield is 98.5%. Solvent: CN(C)C=O (DMF). The reactants are NC1=C(C(=O)O)C=CC=N1 (2-aminonicotinic acid), Cl.CN (methylamine hydrogen chloride), C(CCl)Cl (EDC), C=1C=CC2=C(C1)N=NN2O (HOBt), CCN(C(C)C)C(C)C (DIEA). Starting materials: C1(=CC=CC=C1)S(=O)(=O)N1C=C(C2=C1N=CN=C2NC)C(C=2C=CC(=NC2F)N(C(OC(C)(C)C)=O)C=2C=NC(=CC2)C)O (tert-butyl N-[5-[[7-(benzenesulfonyl)-4-methylamino-pyrrolo[2,3-d]pyrimidin-5-yl]-hydroxy-methyl]-6-fluoro-2-pyridyl]-N-(6-methyl-3-pyridyl)carbamate). Solvent: C(Cl)Cl (DCM). Reaction conditions: time 20 minute. Yields the product C1(=CC=CC=C1)S(=O)(=O)N1C=C(C2=C1N=CN=C2NC)C(=O)C=2C=CC(=NC2F)N(C(OC(C)(C)C)=O)C=2C=NC(=CC2)C (tert-butyl N-[5-[7-(benzenesulfonyl)-4-methylamino-pyrrolo[2,3-d]pyrimidine-5-carbonyl]-6-fluoro-2-pyridyl]-N-(6-methyl-3-pyridyl)carbamate). RXN SMILES: [C:1]1([S:7]([N:10]2[C:14]3[N:15]=[CH:16][N:17]=[C:18]([NH:19][CH3:20])[C:13]=3[C:12]([CH:21]([OH:44])[C:22]3[CH:23]=[CH:24][C:25]([N:29]([C:37]4[CH:38]=[N:39][C:40]([CH3:43])=[CH:41][CH:42]=4)[C:30](=[O:36])[O:31][C:32]([CH3:35])([CH3:34])[CH3:33])=[N:26][C:27]=3[F:28])=[CH:11]2)(=[O:9])=[O:8])[CH:6]=[CH:5][CH:4]=[CH:3][CH:2]=1>C(Cl)Cl>[C:1]1([S:7]([N:10]2[C:14]3[N:15]=[CH:16][N:17]=[C:18]([NH:19][CH3:20])[C:13]=3[C:12]([C:21]([C:22]3[CH:23]=[CH:24][C:25]([N:29]([C:37]4[CH:38]=[N:39][C:40]([CH3:43])=[CH:41][CH:42]=4)[C:30](=[O:36])[O:31][C:32]([CH3:35])([CH3:34])[CH3:33])=[N:26][C:27]=3[F:28])=[O:44])=[CH:11]2)(=[O:9])=[O:8])[CH:2]=[CH:3][CH:4]=[CH:5][CH:6]=1. Procedure details: To tert-butyl N-[5-[[7-(benzenesulfonyl)-4-methylamino-pyrrolo[2,3-d]pyrimidin-5-yl]-hydroxy-methyl]-6-fluoro-2-pyridyl]-N-(6-methyl-3-pyridyl)carbamate (86, 0.07 g, 0.11 mmol) in DCM (10 mL) was added DMP (0.06 g, 0.14 mmol). The reaction was stirred at room temperature for 20 minutes. The reaction was concentrated, and purified with silica gel column chromatography eluting with 20% to 100% ethyl acetate in hexane to give product (87, 0.065 g, 93.6%).